Task: describe an organic reaction: reactants, conditions, products, and yield. Dataset: the Open Reaction Database (ORD), a public repository of structured organic reaction records Reactants: COCOCC=1C=C(C=CC1)C#C[Si](C)(C)C ((3-methoxymethoxymethyl-phenylethynyl)-trimethyl-silane), BrC1=CC(=CC=C1)COCOC (1-bromo-3-methoxymethoxymethyl-benzene), BrC1=CC(=CC=C1)COCOC (1-bromo-3-methoxymethoxymethyl-benzene), C[Si](C)(C)C#C (trimethylsilylacetylene), [F-].C(CCC)[N+](CCCC)(CCCC)CCCC (Tetrabutylammonium fluoride), C(C)(C)N(C(C)C)CC (N,N-diisopropylethylamine). Reagents/catalysts: C=1C=CC(=CC1)[P](C=2C=CC=CC2)(C=3C=CC=CC3)[Pd]([P](C=4C=CC=CC4)(C=5C=CC=CC5)C=6C=CC=CC6)([P](C=7C=CC=CC7)(C=8C=CC=CC8)C=9C=CC=CC9)[P](C=1C=CC=CC1)(C=1C=CC=CC1)C=1C=CC=CC1 (tetrakis(triphenylphosphine)palladium), [Cu]I (copper (I) iodide). Solvent: CN1C(CCC1)=O (1-methyl-2-pyrrolidone), O1CCCC1 (tetrahydrofuran). Run at temperature 60 celsius, time 15 minute. Yields the product C(#C)C1=CC(=CC=C1)COCOC (1-ethynyl-3-methoxymethoxymethyl-benzene). Reaction SMILES: BrC1C=CC=C(COCOC)C=1.C[Si](C#C)(C)C.C(N(CC)C(C)C)(C)C.[CH3:28][O:29][CH2:30][O:31][CH2:32][C:33]1[CH:34]=[C:35]([C:39]#[C:40][Si](C)(C)C)[CH:36]=[CH:37][CH:38]=1.[F-].C([N+](CCCC)(CCCC)CCCC)CCC>[Cu]I.C1C=CC([P]([Pd]([P](C2C=CC=CC=2)(C2C=CC=CC=2)C2C=CC=CC=2)([P](C2C=CC=CC=2)(C2C=CC=CC=2)C2C=CC=CC=2)[P](C2C=CC=CC=2)(C2C=CC=CC=2)C2C=CC=CC=2)(C2C=CC=CC=2)C2C=CC=CC=2)=CC=1.O1CCCC1.CN1CCCC1=O>[C:39]([C:35]1[CH:36]=[CH:37][CH:38]=[C:33]([CH2:32][O:31][CH2:30][O:29][CH3:28])[CH:34]=1)#[CH:40] |f:4.5,^1:68,70,89,108|. Procedure details: To a mixture of 1-bromo-3-methoxymethoxymethyl-benzene (3.0 g, 13 mmol) described in Manufacturing Example 214-1-1, trimethylsilylacetylene (2.6 g, 26 mmol), N,N-diisopropylethylamine (3.4 g, 26 mmol), copper (I) iodide (500 mg, 2.6 mmol), and 1-methyl-2-pyrrolidone (30 mL) was added tetrakis(triphenylphosphine)palladium (0) (1.5 g, 1.3 mmol), which was stirred for 15 minutes at 60° C. This mixture was partitioned into ethyl acetate and water. The organic layer was separated and concentrated und... Starting materials: ClC=1C=C(C=CC1)[C@H]1C[C@](C(N([C@@H]1C1=CC=C(C=C1)Cl)[C@H](CO)C1CC1)=O)(C)CC(=O)OC (Methyl 2-((3R,5R,6S)-5-(3-chlorophenyl)-6-(4-chlorophenyl)-1-((S)-1-cyclopropyl-2-hydroxyethyl)-3-methyl-2-oxopiperidin-3-yl)acetate), C(#N)C=P(CCCC)(CCCC)CCCC (cyanomethylenetributylphosphorane), S1C(=CC=C1)S(=O)(=O)N (thiophene-2-sulfonamide). Solvent: C1(=CC=CC=C1)C (toluene). Conditions: temperature 35 celsius, time 8 hour. Product: ClC=1C=C(C=CC1)[C@H]1C[C@](C(N([C@@H]1C1=CC=C(C=C1)Cl)[C@H](CNS(=O)(=O)C=1SC=CC1)C1CC1)=O)(C)CC(=O)OC (Methyl 2-((3R,5R,6S)-5-(3-chlorophenyl)-6-(4-chlorophenyl)-1-((S)-1-cyclopropyl-2-(thiophene-2-sulfonamido)ethyl)-3-methyl-2-oxopiperidin-3-yl)acetate). As a reaction SMILES: [Cl:1][C:2]1[CH:3]=[C:4]([C@@H:8]2[C@@H:13]([C:14]3[CH:19]=[CH:18][C:17]([Cl:20])=[CH:16][CH:15]=3)[N:12]([C@@H:21]([CH:24]3[CH2:26][CH2:25]3)[CH2:22]O)[C:11](=[O:27])[C@:10]([CH2:29][C:30]([O:32][CH3:33])=[O:31])([CH3:28])[CH2:9]2)[CH:5]=[CH:6][CH:7]=1.C(C=P(CCCC)(CCCC)CCCC)#N.[S:50]1[CH:54]=[CH:53][CH:52]=[C:51]1[S:55]([NH2:58])(=[O:57])=[O:56]>C1(C)C=CC=CC=1>[Cl:1][C:2]1[CH:3]=[C:4]([C@@H:8]2[C@@H:13]([C:14]3[CH:19]=[CH:18][C:17]([Cl:20])=[CH:16][CH:15]=3)[N:12]([C@@H:21]([CH:24]3[CH2:25][CH2:26]3)[CH2:22][NH:58][S:55]([C:51]3[S:50][CH:54]=[CH:53][CH:52]=3)(=[O:57])=[O:56])[C:11](=[O:27])[C@:10]([CH2:29][C:30]([O:32][CH3:33])=[O:31])([CH3:28])[CH2:9]2)[CH:5]=[CH:6][CH:7]=1. Reported procedure: To a solution of methyl 2-((3R,5R,6S)-5-(3-chlorophenyl)-6-(4-chlorophenyl)-1-((S)-1-cyclopropyl-2-hydroxyethyl)-3-methyl-2-oxopiperidin-3-yl)acetate (100 mg, 0.184 mmol; Example 263, Step C) and cyanomethylenetributylphosphorane (177 μL, 0.734 mmol) in toluene (0.92 mL) was added thiophene-2-sulfonamide (90 mg, 0.55 mmol) and the resulting solution was stirred at 35° C. overnight. The reaction was quenched (sat. NH4Cl), extracted (2×EtOAc), and washed (brine). The combined organic layers were d...